From a dataset of the Open Reaction Database (ORD), a public repository of structured organic reaction records. describe an organic reaction: reactants, conditions, products, and yield Reported procedure: To a solution composed of 108 mg (90.2 weight %, 0.3 mmol) of the (5S)-6-benzoyloxy-3,5-dihydroxyhexanoic tert-butyl ester produced in Example 15, 62.4 mg (0.6 mmol) of 2,2-dimethoxypropane, and 5 mL of acetone were added 3.5 mg (0.03 mmol) of trifluoroacetic acid and 11.9 mg (0.15 mmol) of pyridine, and the mixture was stirred at 40° C. for 16 hours. This reaction mixture was analyzed by high-performance liquid chromatography (column: Develosil ODS-HG-3 4.6×250 mm, product of Nomura Chemical, e... Reaction conditions: temperature 40 celsius, time 16 hour. Yields the product C(C)(C)(C)OC(C[C@@H]1OC(O[C@@H](C1)COC(C1=CC=CC=C1)=O)(C)C)=O (2-[(4R,6S)-2,2-dimethyl-6-benzoyloxymethyl-1,3-dioxan-4-yl]acetic tert-butyl ester). Solvent: O.C(C)#N (water acetonitrile), CC(=O)C (acetone). The reactants are C(C)(C)(C)OC(CC(C[C@@H](COC(C1=CC=CC=C1)=O)O)O)=O ((5S)-6-benzoyloxy-3,5-dihydroxyhexanoic tert-butyl ester), COC(C)(C)OC (2,2-dimethoxypropane), FC(C(=O)O)(F)F (trifluoroacetic acid), N1=CC=CC=C1 (pyridine). As a reaction SMILES: [C:1]([O:5][C:6](=[O:23])[CH2:7][CH:8]([OH:22])[CH2:9][C@H:10]([OH:21])[CH2:11][O:12][C:13](=[O:20])[C:14]1[CH:19]=[CH:18][CH:17]=[CH:16][CH:15]=1)([CH3:4])([CH3:3])[CH3:2].CO[C:26](OC)([CH3:28])[CH3:27].FC(F)(F)C(O)=O.N1C=CC=CC=1>O.C(#N)C.CC(C)=O>[C:1]([O:5][C:6](=[O:23])[CH2:7][C@H:8]1[CH2:9][C@@H:10]([CH2:11][O:12][C:13](=[O:20])[C:14]2[CH:15]=[CH:16][CH:17]=[CH:18][CH:19]=2)[O:21][C:26]([CH3:28])([CH3:27])[O:22]1)([CH3:4])([CH3:2])[CH3:3] |f:4.5|. Starting materials: C(C)(C)N(CC)C(C)C (Diisopropylethylamine), ClC1=CC=C(OC2=CC=C(C=C2)S(=O)(=O)Cl)C=C1 (4-(4-chlorophenoxy)benzenesulfonyl chloride), CN1CCOCC1 (N-methylmorpholine), N[C@H](C(C)(C)C)C(=O)O (D-tert-leucine), Cl[Si](C)(C)C (chlorotrimethylsilane). The solvent is ClCCl (dichloromethane), CN(C)C=O (DMF). Conditions: time 6 hour. The product is ClC1=CC=C(OC2=CC=C(C=C2)S(=O)(=O)N[C@H](C(C)(C)C)C(=O)O)C=C1 (N-[4-(4-chlorophenoxy)benzenesulfonyl]-D-tert-leucine). The yield is 62.0%. RXN SMILES: [NH2:1][C@@H:2]([C:7]([OH:9])=[O:8])[C:3]([CH3:6])([CH3:5])[CH3:4].CN1CCOCC1.Cl[Si](C)(C)C.C(N(C(C)C)CC)(C)C.[Cl:31][C:32]1[CH:48]=[CH:47][C:35]([O:36][C:37]2[CH:42]=[CH:41][C:40]([S:43](Cl)(=[O:45])=[O:44])=[CH:39][CH:38]=2)=[CH:34][CH:33]=1>ClCCl.CN(C=O)C>[Cl:31][C:32]1[CH:48]=[CH:47][C:35]([O:36][C:37]2[CH:38]=[CH:39][C:40]([S:43]([NH:1][C@@H:2]([C:7]([OH:9])=[O:8])[C:3]([CH3:6])([CH3:5])[CH3:4])(=[O:45])=[O:44])=[CH:41][CH:42]=2)=[CH:34][CH:33]=1. Reported procedure: To a suspension of D-tert-leucine (0.250 g., 1.91 mmol, Aldrich) in dichloromethane (3 mL) and DMF (1.5 mL) was added N-methylmorpholine (0.50 mL., 4.55 mmol), followed by chlorotrimethylsilane (0.30 mL., 2.36 mmol) and the mixture stirred at room temperature for 6 hours. Diisopropylethylamine (0.300 mL., 1.72 mmol) was added, followed by 4-(4-chlorophenoxy)benzenesulfonyl chloride (0.636 g., 2.10 mmol, from example 1(c)) portionwise via a solid addition funnel. The resulting solution was then s...